This data is from the Open Reaction Database (ORD), a public repository of structured organic reaction records. The task is: describe an organic reaction: reactants, conditions, products, and yield Starting materials: Cl.CC1=CC=C(O1)CN1C(=NC=2C1=NC=CC2)NC2CNCC2 (3-[(5-methyl-2-furanyl)methyl]-N-(3-pyrrolidinyl)-3H-imidazo[4,5-b]pyridin-2-amine monohydrochloride), O(C[*:2])[*:1] (poly(oxymethylene)), S1C=CC=C1 (thiophene), C(C)(=O)[O-].[K+] (potassium acetate), CO (methanol), CO (methanol), [H][H] (hydrogen). The reagents and catalysts are [Pd] (palladium-on-charcoal). Yields the product C(\C=C\C(=O)O)(=O)O.CC1=CC=C(O1)CN1C(=NC=2C1=NC=CC2)NC2CN(CC2)C (3-[ (5-methyl-2-furanyl)methyl]-N-(1-methyl-3-pyrrolidinyl)-3H-imidazo[4,5-b]-pyridin-2-amine (E)-2-butenedioate). Isolated yield 15.3%. Reaction SMILES: Cl.[CH3:2][C:3]1[O:7][C:6]([CH2:8][N:9]2[C:13]3=[N:14][CH:15]=[CH:16][CH:17]=[C:12]3[N:11]=[C:10]2[NH:18][CH:19]2[CH2:23][CH2:22][NH:21][CH2:20]2)=[CH:5][CH:4]=1.S1C=CC=[CH:25]1.[C:29]([O-:32])(=[O:31])[CH3:30].[K+].[H][H].C[OH:37]>[Pd]>[C:6]([OH:37])(=[O:7])/[CH:8]=[CH:30]/[C:29]([OH:32])=[O:31].[CH3:2][C:3]1[O:7][C:6]([CH2:8][N:9]2[C:13]3=[N:14][CH:15]=[CH:16][CH:17]=[C:12]3[N:11]=[C:10]2[NH:18][CH:19]2[CH2:23][CH2:22][N:21]([CH3:25])[CH2:20]2)=[CH:5][CH:4]=1 |f:0.1,3.4,8.9|. Procedure: A mixture of 6 parts of 3-[(5-methyl-2-furanyl)methyl]-N-(3-pyrrolidinyl)-3H-imidazo[4,5-b]pyridin-2-amine monohydrochloride, 2 parts of poly(oxymethylene), 1 part of a solution of thiophene in methanol 4%, 160 parts of methanol and 6 parts of potassium acetate was hydrogenated at normal pressure and at room temperature with 2 parts of palladium-on-charcoal catalyst 10%. After the calculated amount of hydrogen was taken up, the catalyst was filtered off and the filtrate was evaporated. The resid... The reactants are CC1CC(C2C(C(C=CC2=C1)C)CCC=1NC(C=CC1)=O)OC(C(CC)C)=O (2-methyl-butyric acid 3,7-dimethyl-8-[2-(6-oxo-1,6-dihydro-pyridin-2-yl)-ethyl]-1,2,3,7,8,8a-hexahydro-naphthalen-1-yl ester), C([O-])([O-])=O.[K+].[K+] (potassium carbonate), CI (methyl iodide). Solvent: CN(C)C=O (DMF). Yields the product CC1CC(C2C(C(C=CC2=C1)C)CCC=1N(C(C=CC1)=O)C)OC(C(CC)C)=O (2-Methyl-butyric Acid 3,7-Dimethyl-8-[2-(1-methyl-6-oxo-1,6-dihydro-pyridin-2-yl)-ethyl]-1,2,3,7,8,8a-hexahydro-naphthalen-1-yl Ester). As a reaction SMILES: [CH3:1][CH:2]1[CH:11]=[C:10]2[CH:5]([CH:6]([CH2:13][CH2:14][C:15]3[NH:16][C:17](=[O:21])[CH:18]=[CH:19][CH:20]=3)[CH:7]([CH3:12])[CH:8]=[CH:9]2)[CH:4]([O:22][C:23](=[O:28])[CH:24]([CH3:27])[CH2:25][CH3:26])[CH2:3]1.[C:29](=O)([O-])[O-].[K+].[K+].CI>CN(C=O)C>[CH3:1][CH:2]1[CH:11]=[C:10]2[CH:5]([CH:6]([CH2:13][CH2:14][C:15]3[N:16]([CH3:29])[C:17](=[O:21])[CH:18]=[CH:19][CH:20]=3)[CH:7]([CH3:12])[CH:8]=[CH:9]2)[CH:4]([O:22][C:23](=[O:28])[CH:24]([CH3:27])[CH2:25][CH3:26])[CH2:3]1 |f:1.2.3|. Procedure: To a stirred solution of 77 mg (0.2 mmol) 2-methyl-butyric acid 3,7-dimethyl-8-[2-(6-oxo-1,6-dihydro-pyridin-2-yl)-ethyl]-1,2,3,7,8,8a-hexahydro-naphthalen-1-yl ester in 5 ml DMF are added 0.1 g (0.8 mmol) potassium carbonate and 0.1 g (0.8 mmol) methyl iodide. After 2 hours at room temperature the mixture is poured on water. The aqueous phase is separated and extracted twice with ethyl acetate. The combined organic phases are dried over sodium sulfate and the solvent is evaporated in vacuo. The... Reactants: C([O-])([O-])=O.[K+].[K+] (potassium carbonate), C(C1=CC=CC=C1)(=O)O[C@@H]1[C@@H](CN(CC1)C(=O)OCC1=CC=CC=C1)NC(=O)OC(C)(C)C (cis-benzyl 4-(benzoyloxy)-3-((tert-butoxycarbonyl)amino)piperidine-1-carboxylate). The solvent is O (water), C(C)O (ethanol). Reaction conditions: temperature 70 celsius, time 20 hour. Yields the product C(C)(C)(C)OC(=O)N[C@@H]1CN(CC[C@@H]1O)C(=O)OCC1=CC=CC=C1 (cis-benzyl 3-((tert-butoxycarbonyl)amino)-4-hydroxypiperidine-1-carboxylate). Isolated yield 88.6%. Reaction SMILES: C(=O)([O-])[O-].[K+].[K+].C([O:15][C@H:16]1[CH2:21][CH2:20][N:19]([C:22]([O:24][CH2:25][C:26]2[CH:31]=[CH:30][CH:29]=[CH:28][CH:27]=2)=[O:23])[CH2:18][C@H:17]1[NH:32][C:33]([O:35][C:36]([CH3:39])([CH3:38])[CH3:37])=[O:34])(=O)C1C=CC=CC=1>O.C(O)C>[C:36]([O:35][C:33]([NH:32][C@H:17]1[C@@H:16]([OH:15])[CH2:21][CH2:20][N:19]([C:22]([O:24][CH2:25][C:26]2[CH:31]=[CH:30][CH:29]=[CH:28][CH:27]=2)=[O:23])[CH2:18]1)=[O:34])([CH3:39])([CH3:37])[CH3:38] |f:0.1.2|. Procedure: A solution of potassium carbonate (3.70 g, 26.8 mmol) in water (80 mL) was added to a solution of cis-benzyl 4-(benzoyloxy)-3-((tert-butoxycarbonyl)amino)piperidine-1-carboxylate (8.11 g, 17.84 mmol) in ethanol (160 mL) and the mixture was stirred at 70° C. for 20 h. The reaction mixture was concentrated in vacuo to ⅓rd volume and the resultant suspension was diluted with water (50 mL) and extracted using DCM (3×70 mL). The collected organics were combined and dried (Na2SO4) and concentrated in ... Reactants: C(C1=CC=CC=C1)N1[C@@H](COCC1)CO ((3R)-4-Benzylmorpholine-3-methanol), C(C)(C)(C)[Si](Cl)(C)C (t-butyldimethylchlorosilane), N1C=NC=C1 (imidazole). Solvent: ClCCl (dichloromethane). Product: [Si](C)(C)(C(C)(C)C)OC[C@H]1N(CCOC1)CC1=CC=CC=C1 ((3S)-3-(t-butyldimethylsilyloxy)methyl-4-benzylmorpholine). Yield: 95.2%. As a reaction SMILES: [CH2:1]([N:8]1[CH2:13][CH2:12][O:11][CH2:10][C@H:9]1[CH2:14][OH:15])[C:2]1[CH:7]=[CH:6][CH:5]=[CH:4][CH:3]=1.[C:16]([Si:20]([CH3:23])([CH3:22])Cl)([CH3:19])([CH3:18])[CH3:17].N1C=CN=C1>ClCCl>[Si:20]([O:15][CH2:14][C@@H:9]1[CH2:10][O:11][CH2:12][CH2:13][N:8]1[CH2:1][C:2]1[CH:3]=[CH:4][CH:5]=[CH:6][CH:7]=1)([C:16]([CH3:19])([CH3:18])[CH3:17])([CH3:23])[CH3:22]. Procedure: (3R)-4-Benzylmorpholine-3-methanol (1.04 g, 5.0 mmol), t-butyldimethylchlorosilane (0.83 g, 5.5 mol), and imidazole (0.41 g, 6.0 mmol) were allowed to react in 5 mL of dichloromethane at room temperature overnight. The reaction product was purified by silica gel column chromatography (hexane:ethyl acetate=5:1) to obtain (3S)-3-(t-butyldimethylsilyloxy)methyl-4-benzylmorpholine (1.53 g, 95%) as a colorless oil. As a reaction SMILES: [C:1](=[O:2])([O-:3])[O-:4].[CH2:7]([CH2:8][CH2:9][CH2:10][CH2:11][CH2:12][CH2:13][CH2:14][CH2:15][CH3:16])[Br:17].[CH3:22][C:23](=[O:24])[CH3:25].[K+:5].[K+:6].[OH:18][CH2:19][CH2:20][SH:21]>>[CH2:7]([CH2:8][CH2:9][CH2:10][CH2:11][CH2:12][CH2:13][CH2:14][CH2:15][CH3:16])[S:21][CH2:20][CH2:19][OH:18]. Yields the product CCCCCCCCCCSCCO. Starting materials: O=C([O-])[O-], CCCCCCCCCCBr, CC(C)=O, [K+], [K+], OCCS. Reactants: FC=1C=C(C=CC1C=1C=NC(=CC1)C1=NO[C@@H](C1)CO)N1C(O[C@H](C1)CN1N=NC=C1)=O ((5R)-3-(3-Fluoro-4-{6-[(5S)-5-(hydroxymethyl)-4,5-dihydroisoxazol-3-yl]pyridin-3-yl}phenyl)-5-(1H-1,2,3-triazol-1-ylmethyl)-1,3-oxazolidin-2-one), C(C1=C[N+](=CC=C1)[O-])(=O)O (nicotinic acid 1-oxide), C(C)(C)N=C=NC(C)C (1,3-diisopropylcarbodiimide). The reagents and catalysts are CN(C1=CC=NC=C1)C (4-dimethylaminopyridine). The solvent is CN(C)C=O (DMF), C(C)OCC (diethyl ether), CO (methanol). Conditions: time 1 day. Yields the product C(C1=C[N+](=CC=C1)[O-])(=O)OC[C@@H]1CC(=NO1)C1=NC=C(C=C1)C1=C(C=C(C=C1)N1C(O[C@H](C1)CN1N=NC=C1)=O)F ([(5S)-3-(5-{2-fluoro-4-[(5R)-2-oxo-5-(1H-1,2,3-triazol-1-ylmethyl)-1,3-oxazolidin-3-yl]phenyl}pyridin-2-yl)-4,5-dihydroisoxazol-5-yl]methyl nicotinate 1-oxide). Yield: 53.6%. RXN SMILES: [F:1][C:2]1[CH:3]=[C:4]([N:21]2[CH2:25][C@H:24]([CH2:26][N:27]3[CH:31]=[CH:30][N:29]=[N:28]3)[O:23][C:22]2=[O:32])[CH:5]=[CH:6][C:7]=1[C:8]1[CH:9]=[N:10][C:11]([C:14]2[CH2:18][C@@H:17]([CH2:19][OH:20])[O:16][N:15]=2)=[CH:12][CH:13]=1.[C:33](O)(=[O:41])[C:34]1[CH:39]=[CH:38][CH:37]=[N+:36]([O-:40])[CH:35]=1.C(N=C=NC(C)C)(C)C>CN(C)C1C=CN=CC=1.CN(C=O)C.CO.C(OCC)C>[C:33]([O:20][CH2:19][C@H:17]1[O:16][N:15]=[C:14]([C:11]2[CH:12]=[CH:13][C:8]([C:7]3[CH:6]=[CH:5][C:4]([N:21]4[CH2:25][C@H:24]([CH2:26][N:27]5[CH:31]=[CH:30][N:29]=[N:28]5)[O:23][C:22]4=[O:32])=[CH:3][C:2]=3[F:1])=[CH:9][N:10]=2)[CH2:18]1)(=[O:41])[C:34]1[CH:39]=[CH:38][CH:37]=[N+:36]([O-:40])[CH:35]=1. Reported procedure: (5R)-3-(3-fluoro-4-{6-[(5S)-5-(hydroxymethyl)-4,5-dihydroisoxazol-3-yl]pyridin-3-yl}phenyl)-5-(1H-1,2,3-triazol-1-ylmethyl)-1,3-oxazolidin-2-one (Example 1: 130 mg, 0.30 mMol), nicotinic acid 1-oxide (100 mg, 0.72 mMol), 1,3-diisopropylcarbodiimide (290 mg, 2.3 mMol), and 4-dimethylaminopyridine (5 mg, 0.04 mMol) were suspended in 2 ml of DMF at room temperature. The mixture was stirred one day, diluted with methanol (2 ml), stirred 5 minutes and then further diluted with diethyl ether (20 ml) t...